Dataset: the Open Reaction Database (ORD), a public repository of structured organic reaction records. Task: describe an organic reaction: reactants, conditions, products, and yield The reactants are [Li] (lithium), C(C)N(C(=O)N[C@@H]1CN([C@@H]2CC3=C(NC4=CC(=CC([C@H]2C1)=C34)CO)C)C)CC (1,1-diethyl-3-(2,6-dimethyl-13-hydroxymethyl- 8alpha-ergolinyl)-urea), CC(C(=O)Cl)(C)C (trimethylacetyl chloride), N (ammonia), [Cl-].[NH4+] (ammonium chloride). The solvent is C(Cl)(Cl)Cl (chloroform), N1=CC=CC=C1 (pyridine), O (water). Yields the product C(C)N(C(=O)N[C@@H]1CN([C@@H]2CC3=C(NC4=CC(=CC([C@H]2C1)=C34)C)C)C)CC (1,1-Diethyl-3-(2,6,13-trimethyl-8alpha-ergolinyl)-urea). Reaction SMILES: [CH2:1]([N:3]([CH2:27][CH3:28])[C:4]([NH:6][C@H:7]1[CH2:21][C@H:20]2[C@@H:10]([CH2:11][C:12]3[C:22]4[C:15](=[CH:16][C:17]([CH2:23]O)=[CH:18][C:19]2=4)[NH:14][C:13]=3[CH3:25])[N:9]([CH3:26])[CH2:8]1)=[O:5])[CH3:2].CC(C)(C)C(Cl)=O.N.[Li].[Cl-].[NH4+]>N1C=CC=CC=1.C(Cl)(Cl)Cl.O>[CH2:27]([N:3]([CH2:1][CH3:2])[C:4]([NH:6][C@H:7]1[CH2:21][C@H:20]2[C@@H:10]([CH2:11][C:12]3[C:22]4[C:15](=[CH:16][C:17]([CH3:23])=[CH:18][C:19]2=4)[NH:14][C:13]=3[CH3:25])[N:9]([CH3:26])[CH2:8]1)=[O:5])[CH3:28] |f:4.5,^1:36|. Reported procedure: 715 mg of 1,1-diethyl-3-(2,6-dimethyl-13-hydroxymethyl- 8alpha-ergolinyl)-urea (1.5 mmol) is dissolved in 10 ml of pyridine and mixed with 2 ml of trimethylacetyl chloride. Ice is added after 30 minutes of stirring at room temperature, it is stirred for another 30 minutes, made alkaline with ammonia and the mixture is cooled in an ice bath. The precipitated crystals are suctioned off, yield 785 mg, [α]D =-2° (0.5% in chloroform). The mother liquor is extracted with dichloromethane, dried and con... Starting materials: C1CCOC1, ClC(Cl)(Cl)c1nc(-c2cccnc2)no1, CC(C)(N)CN, [Na+], [OH-], O=C(O)C(Cl)(Cl)Cl. Product: CC(C)(N)CNc1nc(-c2cccnc2)no1. RXN SMILES: [CH2:31]1[O:32][CH2:33][CH2:34][CH2:35]1.[Cl:1][C:2]([c:3]1[n:4][c:5](-[c:8]2[cH:9][n:10][cH:11][cH:12][cH:13]2)[n:6][o:7]1)([Cl:14])[Cl:15].[NH2:23][CH2:24][C:25]([CH3:26])([CH3:27])[NH2:28].[Na+:30].[OH-:29].[OH:16][C:17]([C:18]([Cl:19])([Cl:20])[Cl:21])=[O:22]>>[c:3]1([NH:23][CH2:24][C:25]([CH3:26])([CH3:27])[NH2:28])[n:4][c:5](-[c:8]2[cH:9][n:10][cH:11][cH:12][cH:13]2)[n:6][o:7]1. Reactants: CCOC(=O)C1=C(C)NC(CO)=C(C(=O)OCC)C1c1ccccc1Cl, CCOCC, Cc1ccc(S(=O)(=O)Cl)cc1, c1ccncc1. Yields the product CCOC(=O)C1=C(C)NC(C=O)=C(C(=O)OCC)C1c1ccccc1Cl. RXN SMILES: [CH3:1][C:2]1=[C:7]([C:8](=[O:9])[O:10][CH2:11][CH3:12])[CH:6]([c:13]2[c:14]([Cl:19])[cH:15][cH:16][cH:17][cH:18]2)[C:5]([C:20](=[O:21])[O:22][CH2:23][CH3:24])=[C:4]([CH2:25][OH:26])[NH:3]1.[CH3:38][CH2:39][O:40][CH2:41][CH3:42].[c:27]1([CH3:28])[cH:29][cH:30][c:31]([S:32]([Cl:33])(=[O:34])=[O:35])[cH:36][cH:37]1.[cH:43]1[cH:44][cH:45][n:46][cH:47][cH:48]1>>[CH3:1][C:2]1=[C:7]([C:8](=[O:9])[O:10][CH2:11][CH3:12])[CH:6]([c:13]2[c:14]([Cl:19])[cH:15][cH:16][cH:17][cH:18]2)[C:5]([C:20](=[O:21])[O:22][CH2:23][CH3:24])=[C:4]([CH:25]=[O:26])[NH:3]1. Starting materials: C(C)(=O)O[BH-](OC(C)=O)OC(C)=O.[Na+] (Sodium triacetoxyborohydride), C1(CCC1)=O (cyclobutanone), CNC(C1=CC(=C(C=C1)OC1=CC2=C(CCNCC2)C=C1)OC)=O (N-Methyl-3-(methyloxy)-4-(2,3,4,5-tetrahydro-1H-3-benzazepin-7-yloxy)benzamide). Reagents/catalysts: C(C)(=O)O (acetic acid). The solvent is ClCCl (dichloromethane), CO (methanol). Reaction conditions: time 15 minute. Yields the product C1(CCC1)N1CCC2=C(CC1)C=CC(=C2)OC2=C(C=C(C(=O)NC)C=C2)OC (4-[(3-Cyclobutyl-2,3,4,5-tetrahydro-1H-3-benzazepin-7-yl)oxy]-N-methyl-3-(methyloxy)benzamide). Yield: 21.9%. Reaction SMILES: [CH3:1][NH:2][C:3](=[O:24])[C:4]1[CH:9]=[CH:8][C:7]([O:10][C:11]2[CH:21]=[CH:20][C:14]3[CH2:15][CH2:16][NH:17][CH2:18][CH2:19][C:13]=3[CH:12]=2)=[C:6]([O:22][CH3:23])[CH:5]=1.[C:25]1(=O)[CH2:28][CH2:27][CH2:26]1.C(O[BH-](OC(=O)C)OC(=O)C)(=O)C.[Na+]>ClCCl.C(O)(=O)C.CO>[CH:25]1([N:17]2[CH2:16][CH2:15][C:14]3[CH:20]=[CH:21][C:11]([O:10][C:7]4[CH:8]=[CH:9][C:4]([C:3]([NH:2][CH3:1])=[O:24])=[CH:5][C:6]=4[O:22][CH3:23])=[CH:12][C:13]=3[CH2:19][CH2:18]2)[CH2:28][CH2:27][CH2:26]1 |f:2.3|. Procedure details: N-Methyl-3-(methyloxy)-4-(2,3,4,5-tetrahydro-1H-3-benzazepin-7-yloxy)benzamide (E264, Step 6) (78 mg, 0.24 mmol) was dissolved in dry dichloromethane (5 ml), treated with cyclobutanone (0.04 ml, 0.48 mmol) and acetic acid (1 drop) and the resulting mixture stirred for 15 minutes. Sodium triacetoxyborohydride (102 mg, 0.48 mmol) was added and the mixture stirred for 30 minutes. The mixture was diluted with methanol and applied to a SCX column eluting with methanol and then a mixture of 0.880 ammo... Reported procedure: Starting materials: 11-ethoxycarbonyl-2,6,10-trimethyl-2,6,10-undecatrienoic acid and pyrrolidine. RXN SMILES: [CH2:1]([O:3][C:4]([CH:6]=[C:7]([CH3:21])[CH2:8][CH2:9][CH:10]=[C:11]([CH3:20])[CH2:12][CH2:13][CH:14]=[C:15]([CH3:19])[C:16]([OH:18])=O)=[O:5])[CH3:2].[NH:22]1[CH2:26][CH2:25][CH2:24][CH2:23]1>>[CH2:1]([O:3][C:4]([CH:6]=[C:7]([CH3:21])[CH2:8][CH2:9][CH:10]=[C:11]([CH3:20])[CH2:12][CH2:13][CH:14]=[C:15]([CH3:19])[C:16]([N:22]1[CH2:26][CH2:25][CH2:24][CH2:23]1)=[O:18])=[O:5])[CH3:2]. The reactants are C(C)OC(=O)C=C(CCC=C(CCC=C(C(=O)O)C)C)C (11-ethoxycarbonyl-2,6,10-trimethyl-2,6,10-undecatrienoic acid), N1CCCC1 (pyrrolidine). Yields the product C(C)OC(=O)C=C(CCC=C(CCC=C(C(=O)N1CCCC1)C)C)C (N-(11-ethoxycarbonyl-2,6,10-trimethyl-2,6,10-undecatrienoyl)pyrrolidine). The reactants are S[C@@H]1[C@H](C(N1C(C(=O)OCC1=CC=C(C=C1)OC)=C(C)C)=O)Br (p-methoxybenzyl 2-[(3S, 4R)-4-mercapto-3-bromo-2-oxoazetidin-1-yl]-3-methylbut-2-enoate), C(C1=CC=CC=C1)Br (benzyl bromide). The reagents and catalysts are [Ag] (silver). The solvent is C(C)#N (acetonitrile). Product: C(C1=CC=CC=C1)S[C@@H]1[C@H](C(N1C(C(=O)OCC1=CC=C(C=C1)OC)=C(C)C)=O)Br (p-Methoxybenzyl 2[(3S, 4R)-4-benzylthio-3-bromo-2-oxoazetidin-1-yl]-3-methybut-2-enoate). Isolated yield 59.1%. RXN SMILES: [SH:1][C@H:2]1[N:5]([C:6](=[C:19]([CH3:21])[CH3:20])[C:7]([O:9][CH2:10][C:11]2[CH:16]=[CH:15][C:14]([O:17][CH3:18])=[CH:13][CH:12]=2)=[O:8])[C:4](=[O:22])[C@@H:3]1[Br:23].[CH2:24](Br)[C:25]1[CH:30]=[CH:29][CH:28]=[CH:27][CH:26]=1>C(#N)C.[Ag]>[CH2:24]([S:1][C@H:2]1[N:5]([C:6](=[C:19]([CH3:20])[CH3:21])[C:7]([O:9][CH2:10][C:11]2[CH:16]=[CH:15][C:14]([O:17][CH3:18])=[CH:13][CH:12]=2)=[O:8])[C:4](=[O:22])[C@@H:3]1[Br:23])[C:25]1[CH:30]=[CH:29][CH:28]=[CH:27][CH:26]=1. Procedure details: A solution of the silver salt of p-methoxybenzyl 2-[(3S, 4R)-4-mercapto-3-bromo-2-oxoazetidin-1-yl]-3-methylbut-2-enoate (10 g, 20 mmol) in dry acetonitrile (100 ml) was treated with benzyl bromide (4 g, 24 mmol) and the resulting mixture refluxed for 30 mins. the reaction was cooled to room temperature, filtered, evaporated to dryness and the residue purified by flash chromatography using 1:1 ether:pentane as the eluting solvent. Evaporation of the appropriate fractions gave the product as a wh...